Dataset: the Open Reaction Database (ORD), a public repository of structured organic reaction records. Task: describe an organic reaction: reactants, conditions, products, and yield Starting materials: OC=1C(=CC2=C(CCO2)C1)C=O (5-hydroxy-2,3-dihydrobenzofuran-6-carboxaldehyde), C(C)(=O)OC(C)=O (Acetic anhydride). Run in N1=CC=CC=C1 (pyridine). Run at time 18 hour. The product is C(C)(=O)OC1=C(C=C2C(CCO2)C1)C=O (5-acetoxy-3,4-dihydrobenzofuran-6-carboxaldehyde). The yield is 73.6%. As a reaction SMILES: [OH:1][C:2]1[C:3]([CH:11]=[O:12])=[CH:4][C:5]2[O:9][CH2:8][CH2:7][C:6]=2[CH:10]=1.[C:13](OC(=O)C)(=[O:15])[CH3:14]>N1C=CC=CC=1>[C:13]([O:1][C:2]1[CH2:10][CH:6]2[CH2:7][CH2:8][O:9][C:5]2=[CH:4][C:3]=1[CH:11]=[O:12])(=[O:15])[CH3:14]. Procedure details: A solution of 5-hydroxy-2,3-dihydrobenzofuran-6-carboxaldehyde (5.0 g, 0.030 mol) in pyridine (10 ml) was cooled to an internal temperature of -5° C. Acetic anhydride (3.2 g, 0.03 mol) was added dropwise. The cooling bath was removed and the mixture was allowed to stir under nitrogen for 18 hours. The reaction was quenched into water (50 ml) at which time the product crystallized and was collected by filtration. The product was dissolved in methylene chloride (100 ml) and was washed with water (...